From a dataset of the Open Reaction Database (ORD), a public repository of structured organic reaction records. describe an organic reaction: reactants, conditions, products, and yield Starting materials: CN1C(CC[C@@]2(C3=C(CC[C@@H]12)C=C(C=C3)Br)C)=O ((+)-(4aR)-(10bR)-4-methyl-8-bromo-10b-methyl-1,2,3,4,4a,5,6,10b-octahydrobenzo[f]quinolin-3-one), C1(=CC=CC2=CC=CC=C12)B(O)O (1-naphthylboronic acid), [OH-].[Na+] (sodium hydroxide), C1=CC=CC=C1 (benzene). Reagents/catalysts: [Pd].C1(=CC=CC=C1)P(C1=CC=CC=C1)C1=CC=CC=C1.C1(=CC=CC=C1)P(C1=CC=CC=C1)C1=CC=CC=C1.C1(=CC=CC=C1)P(C1=CC=CC=C1)C1=CC=CC=C1.C1(=CC=CC=C1)P(C1=CC=CC=C1)C1=CC=CC=C1 (tetrakis (triphenylphosphine) palladium (0)). The solvent is ClCCl (dichloromethane). Product: CN1C(CC[C@@]2(C3=C(CC[C@@H]12)C=C(C=C3)C3=CC=CC1=CC=CC=C31)C)=O ((+)-(4aR)-(10bR)-4-methyl-8-(1-naphthyl)-10b-methyl-1,2,3,4,4a,5,6,10b-octahydrobenzo[f]quinolin-3-one). Yield: 50.2%. Reaction SMILES: [CH3:1][N:2]1[C@H:11]2[C@@:6]([CH3:17])([C:7]3[CH:15]=[CH:14][C:13](Br)=[CH:12][C:8]=3[CH2:9][CH2:10]2)[CH2:5][CH2:4][C:3]1=[O:18].[C:19]1(B(O)O)[C:28]2[C:23](=[CH:24][CH:25]=[CH:26][CH:27]=2)[CH:22]=[CH:21][CH:20]=1.[OH-].[Na+].C1C=CC=CC=1>ClCCl.[Pd].C1(P(C2C=CC=CC=2)C2C=CC=CC=2)C=CC=CC=1.C1(P(C2C=CC=CC=2)C2C=CC=CC=2)C=CC=CC=1.C1(P(C2C=CC=CC=2)C2C=CC=CC=2)C=CC=CC=1.C1(P(C2C=CC=CC=2)C2C=CC=CC=2)C=CC=CC=1>[CH3:1][N:2]1[C@H:11]2[C@@:6]([CH3:17])([C:7]3[CH:15]=[CH:14][C:13]([C:27]4[C:28]5[C:23](=[CH:22][CH:21]=[CH:20][CH:19]=5)[CH:24]=[CH:25][CH:26]=4)=[CH:12][C:8]=3[CH2:9][CH2:10]2)[CH2:5][CH2:4][C:3]1=[O:18] |f:2.3,6.7.8.9.10|. Reported procedure: A 15 mL round bottom flask was charged with (+)-(4aR)-(10bR)-4-methyl-8-bromo-10b-methyl-1,2,3,4,4a,5,6,10b-octahydrobenzo[f]quinolin-3-one (200 mg, 0.65 mmol), tetrakis (triphenylphosphine) palladium (0) (23 mg, 0.02 mmol), 1-naphthylboronic acid 134 mg, 0.78 mmol), 0.65 mL of 1M sodium hydroxide solution and 2 mL of benzene, fitted with a reflux condenser, and the stirred mixture was heated at 80°, under nitrogen, for 24 h. The mixture was cooled, diluted with dichloromethane (75 mL) and washe... The reactants are O (water), 1,8-diazabicyclo[5.4.0]und-7-ene, CI (MeI), BrC1=CC(=C(C(=O)O)C=C1)[N+](=O)[O-] (4-bromo-2-nitro-benzoic acid). Run in CN(C=O)C (dimethylformamide). Conditions: temperature 0 celsius, time 48 hour. The product is COC(C1=C(C=C(C=C1)Br)[N+](=O)[O-])=O (4-bromo-2-nitro-benzoic acid methyl ester). The yield is 90.6%. RXN SMILES: [Br:1][C:2]1[CH:10]=[CH:9][C:5]([C:6]([OH:8])=[O:7])=[C:4]([N+:11]([O-:13])=[O:12])[CH:3]=1.[CH3:14]I.O>CN(C)C=O>[CH3:14][O:7][C:6](=[O:8])[C:5]1[CH:9]=[CH:10][C:2]([Br:1])=[CH:3][C:4]=1[N+:11]([O-:13])=[O:12]. Reported procedure: To solution of 4-bromo-2-nitro-benzoic acid (9 g, 36.58 mmol) in dimethylformamide (36 mL) cooled to 0° C. were added 1,8-diazabicyclo[5.4.0]und-7-ene (28.09 mL, 182.9 mmol) and MeI (11.4 mL, 182.5 mmol). The reaction mixture was stirred at 0° C. for 15 min and at r.t. for 48 h. The mixture was poured into water and extracted with EtOAc (2×). The combined organic phases were washed with water (2×), dried (Na2SO4) and concentrated to dryness. The crude product was purified by flash chromatography... Reactants: CCOCC (Ether), C([O-])(O)=O.[Na+] (sodium bicarbonate), C(CCC)NC1=CC=CC=2N1N=C(C2C2=NC(=NC=C2)NCCCC)C2=CC=C(C=C2)N=C(C2=CC=CC=C2)C2=CC=CC=C2 (N-butyl-3-[2-(butylamino)-4-pyrimidinyl]-2-{4-[(diphenylmethylene)-amino]phenyl}pyrazolo[1,5-a]pyridin-7-amine), Cl (hydrochloric acid), resultant solution. Run in O1CCCC1 (tetrahydrofuran). Yields the product NC1=CC=C(C=C1)C1=NN2C(C=CC=C2NCCCC)=C1C1=NC(=NC=C1)NCCCC (N-{4-[2-(4-aminophenyl)-7-(butylamino)pyrazolo[1,5-a]pyridin-3-yl]-2-pyrimidinyl}-N-butylamine). As a reaction SMILES: [CH2:1]([NH:5][C:6]1[N:11]2[N:12]=[C:13]([C:26]3[CH:31]=[CH:30][C:29]([N:32]=C(C4C=CC=CC=4)C4C=CC=CC=4)=[CH:28][CH:27]=3)[C:14]([C:15]3[CH:20]=[CH:19][N:18]=[C:17]([NH:21][CH2:22][CH2:23][CH2:24][CH3:25])[N:16]=3)=[C:10]2[CH:9]=[CH:8][CH:7]=1)[CH2:2][CH2:3][CH3:4].Cl.CCOCC.C(=O)(O)[O-].[Na+]>O1CCCC1>[NH2:32][C:29]1[CH:28]=[CH:27][C:26]([C:13]2[C:14]([C:15]3[CH:20]=[CH:19][N:18]=[C:17]([NH:21][CH2:22][CH2:23][CH2:24][CH3:25])[N:16]=3)=[C:10]3[CH:9]=[CH:8][CH:7]=[C:6]([NH:5][CH2:1][CH2:2][CH2:3][CH3:4])[N:11]3[N:12]=2)=[CH:31][CH:30]=1 |f:3.4|. Reported procedure: To a solution of N-butyl-3-[2-(butylamino)-4-pyrimidinyl]-2-{4-[(diphenylmethylene)-amino]phenyl}pyrazolo[1,5-a]pyridin-7-amine (1.0 g, 1.7 mmol) in tetrahydrofuran (50 mL) was added hydrochloric acid (10 mL, 4 N aqueous). The resultant solution was stirred at room temperature for 30 minutes. Ether was added and the solution was made basic by the slow addition of saturated aqueous sodium bicarbonate. The organic layer was washed with brine. The aqueous layer was extracted with ether and the comb... Starting materials: CC(C)(C)Oc1ccc(I)c(F)c1F, C1CCOC1, [Cl-], FC(F)=C(F)[Zn+], [I-], [NH4+], c1ccc(P(c2ccccc2)(c2ccccc2)[Pd](P(c2ccccc2)(c2ccccc2)c2ccccc2)(P(c2ccccc2)(c2ccccc2)c2ccccc2)P(c2ccccc2)(c2ccccc2)c2ccccc2)cc1. Product: CC(C)(C)Oc1ccc(C(F)=C(F)F)c(F)c1F. Reaction SMILES: [C:1]([CH3:2])([CH3:3])([CH3:4])[O:5][c:6]1[c:7]([F:14])[c:8]([F:13])[c:9]([I:12])[cH:10][cH:11]1.[CH2:101]1[O:102][CH2:103][CH2:104][CH2:105]1.[Cl-:22].[F:16][C:17](=[C:18]([F:19])[F:20])[Zn+:21].[I-:15].[NH4+:23].[cH:24]1[cH:25][cH:26][c:27]([P:28]([Pd:29]([P:30]([c:31]2[cH:32][cH:33][cH:34][cH:35][cH:36]2)([c:37]2[cH:38][cH:39][cH:40][cH:41][cH:42]2)[c:43]2[cH:44][cH:45][cH:46][cH:47][cH:48]2)([P:49]([c:50]2[cH:51][cH:52][cH:53][cH:54][cH:55]2)([c:56]2[cH:57][cH:58][cH:59][cH:60][cH:61]2)[c:62]2[cH:63][cH:64][cH:65][cH:66][cH:67]2)[P:68]([c:69]2[cH:70][cH:71][cH:72][cH:73][cH:74]2)([c:75]2[cH:76][cH:77][cH:78][cH:79][cH:80]2)[c:81]2[cH:82][cH:83][cH:84][cH:85][cH:86]2)([c:87]2[cH:88][cH:89][cH:90][cH:91][cH:92]2)[c:93]2[cH:94][cH:95][cH:96][cH:97][cH:98]2)[cH:99][cH:100]1>>[C:1]([CH3:2])([CH3:3])([CH3:4])[O:5][c:6]1[c:7]([F:14])[c:8]([F:13])[c:9]([C:17]([F:16])=[C:18]([F:19])[F:20])[cH:10][cH:11]1.